Dataset: the Open Reaction Database (ORD), a public repository of structured organic reaction records. Task: describe an organic reaction: reactants, conditions, products, and yield The reactants are C(C)OC(C1=NC(=CC=C1Cl)Cl)=O (3,6-dichloropicolinic acid ethyl ester), [Na+].[I-] (NaI), C(C)(=O)Cl (acetyl chloride). The solvent is CC#N (CH3CN), CCOC(=O)C (EtOAc). Conditions: temperature 100 celsius. Product: ClC=1C(=NC(=CC1)I)C(=O)OCC (ethyl 3-chloro-6-iodopicolinate). The yield is 26.8%. As a reaction SMILES: [CH2:1]([O:3][C:4](=[O:13])[C:5]1[C:10]([Cl:11])=[CH:9][CH:8]=[C:7](Cl)[N:6]=1)[CH3:2].[Na+].[I-:15].C(Cl)(=O)C>CC#N.CCOC(C)=O>[Cl:11][C:10]1[C:5]([C:4]([O:3][CH2:1][CH3:2])=[O:13])=[N:6][C:7]([I:15])=[CH:8][CH:9]=1 |f:1.2|. Procedure: To a solution of 3,6-dichloropicolinic acid ethyl ester (5.0 g, 24 mmol) in CH3CN (45 mL) was added NaI (10 g, 66.7 mmol) and acetyl chloride (2.5 mL). The reaction mass was heated in a sealed tube at 100° C. for 48 h. The reaction mass was diluted with EtOAc and was washed with saturated solutions of Na2S2O3 and NaHCO3. The organic layer was separated, dried, filtered and concentrated to afford 2 g of the title product. 1H NMR (300 MHz, DMSO-d6): δ 8.04 (d, J=8.4 Hz, 1H), 7.82 (d, J=8.7 Hz, 1H)... The reactants are NC1=NC=C(C=C1N)[N+](=O)[O-] (2,3-diamino-5-nitropyridine), C(C1=CC=CC=C1)=O (benzaldehyde). Solvent: [N+](=O)([O-])C1=CC=CC=C1 (nitrobenzene). Yields the product [N+](=O)([O-])C=1C=C2C(=NC1)NC(=N2)C2=CC=CC=C2 (6-Nitro-2-phenyl-3H-imidazo[4,5-b]pyridine). As a reaction SMILES: [NH2:1][C:2]1[C:7]([NH2:8])=[CH:6][C:5]([N+:9]([O-:11])=[O:10])=[CH:4][N:3]=1.[CH:12](=O)[C:13]1[CH:18]=[CH:17][CH:16]=[CH:15][CH:14]=1>[N+](C1C=CC=CC=1)([O-])=O>[N+:9]([C:5]1[CH:6]=[C:7]2[N:8]=[C:12]([C:13]3[CH:18]=[CH:17][CH:16]=[CH:15][CH:14]=3)[NH:1][C:2]2=[N:3][CH:4]=1)([O-:11])=[O:10]. Procedure: 14.05 g 2,3-diamino-5-nitropyridine and 9.68 g benzaldehyde in 250 mL nitrobenzene were heated to 140-150° C. for 15 hours (hrs). The solvent is removed by vacuum distillation and the residue is dispersed in ethyl acetate, filtered, and the filter residue washed thoroughly with ethyl acetate. Reactants: COc1cc(N)ccc1-n1cnc(C)n1, CN1CCCC1=O, CNc1nc(Cl)nc2c1CCC2c1ccc(F)cc1, [Na+], O=C([O-])O, O, O=S(=O)(O)O. Yields the product CNc1nc(Nc2ccc(-n3cnc(C)n3)c(OC)c2)nc2c1CCC2c1ccc(F)cc1. As a reaction SMILES: [CH3:20][O:21][c:22]1[cH:23][c:24]([NH2:25])[cH:26][cH:27][c:28]1-[n:29]1[n:30][c:31]([CH3:34])[n:32][cH:33]1.[CH3:45][N:46]1[CH2:47][CH2:48][CH2:49][C:50]1=[O:51].[Cl:1][c:2]1[n:3][c:4]([NH:18][CH3:19])[c:5]2[c:6]([n:7]1)[CH:8]([c:11]1[cH:12][cH:13][c:14]([F:17])[cH:15][cH:16]1)[CH2:9][CH2:10]2.[Na+:44].[O-:40][C:41]([OH:42])=[O:43].[OH2:52].[S:35](=[O:36])(=[O:37])([OH:38])[OH:39]>>[c:2]1([NH:25][c:24]2[cH:23][c:22]([O:21][CH3:20])[c:28](-[n:29]3[n:30][c:31]([CH3:34])[n:32][cH:33]3)[cH:27][cH:26]2)[n:3][c:4]([NH:18][CH3:19])[c:5]2[c:6]([n:7]1)[CH:8]([c:11]1[cH:12][cH:13][c:14]([F:17])[cH:15][cH:16]1)[CH2:9][CH2:10]2. The reactants are sulfonamide, BrC1=C(C=CC(=C1)Cl)NS(=O)(=O)C1=CC=C(C=C1)C(C)(C)C (N-(2-bromo-4-chloro-phenyl)-4-tert-butyl-benzenesulfonamide), C(=O)([O-])[O-].[K+].[K+] (K2CO3), COCCl (chloromethyl methyl ether). Solvent: C1CCOC1 (THF). Conditions: time 60 minute. Yields the product BrC1=C(C=CC(=C1)Cl)N(S(=O)(=O)C1=CC=C(C=C1)C(C)(C)C)COC (N-(2-Bromo-4-chloro-phenyl)-4-tert-butyl-N-methoxymethyl-benzenesulfonamide). Reaction SMILES: [Br:1][C:2]1[CH:7]=[C:6]([Cl:8])[CH:5]=[CH:4][C:3]=1[NH:9][S:10]([C:13]1[CH:18]=[CH:17][C:16]([C:19]([CH3:22])([CH3:21])[CH3:20])=[CH:15][CH:14]=1)(=[O:12])=[O:11].C([O-])([O-])=O.[K+].[K+].[CH3:29][O:30][CH2:31]Cl>C1COCC1>[Br:1][C:2]1[CH:7]=[C:6]([Cl:8])[CH:5]=[CH:4][C:3]=1[N:9]([CH2:29][O:30][CH3:31])[S:10]([C:13]1[CH:18]=[CH:17][C:16]([C:19]([CH3:22])([CH3:21])[CH3:20])=[CH:15][CH:14]=1)(=[O:12])=[O:11] |f:1.2.3|. Procedure: To a solution of N-(2-bromo-4-chloro-phenyl)-4-tert-butyl-benzenesulfonamide (1.00 g, 2.49 mmol) and K2CO3 (1.72 g, 12.4 mmol) in 8 mL anhydrous THF was added chloromethyl methyl ether (299 mg, 3.73 mmol). The resultant heterogeneous solution was stirred for 60 minutes at ambient temperature and the solids were subsequently removed via filtration. The filtrate was subsequently concentrated in vacuo and the residue was dissolved in EtOAc. The organics were washed with saturated Na2CO3, dried over... Starting materials: CC1(OC(C2=CC=CC=C2C1N1C=NC=C1C=O)=O)C (3-(3,3-dimethyl-1-oxo-isochroman-4-yl)-3H-imidazole-4-carbaldehyde), C[Mg]Br (methyl magnesium bromide), C(CCC)OCCCC (dibutyl ether), CC(=O)C (acetone). Solvent: C1CCOC1 (THF), O (water). The product is OC(C)C1=CN=CN1C1C(OC(C2=CC=CC=C12)=O)(C)C (4-[5-(1-hydroxy-ethyl)-imidazol-1-yl]-3,3-dimethyl-isochroman-1-one). RXN SMILES: [CH3:1][C:2]1([CH3:20])[CH:11]([N:12]2[C:16]([CH:17]=[O:18])=[CH:15][N:14]=[CH:13]2)[C:10]2[C:5](=[CH:6][CH:7]=[CH:8][CH:9]=2)[C:4](=[O:19])[O:3]1.[CH3:21][Mg]Br.C(OCCCC)CCC.CC(C)=O>C1COCC1.O>[OH:18][CH:17]([C:16]1[N:12]([CH:11]2[C:10]3[C:5](=[CH:6][CH:7]=[CH:8][CH:9]=3)[C:4](=[O:19])[O:3][C:2]2([CH3:20])[CH3:1])[CH:13]=[N:14][CH:15]=1)[CH3:21]. Reported procedure: To a solution of 3-(3,3-dimethyl-1-oxo-isochroman-4-yl)-3H-imidazole-4-carbaldehyde (0.500 g, 1.852 mmol) (Example 9a) in THF (20 mL) at −78° C. is added 1M methyl magnesium bromide in dibutyl ether (2.41 mL, 2.41 mmol). The reaction mixture is stirred at −78° C. for 3 h, whereupon acetone (2 mL) is added. The mixture is allowed to warm to ambient temperature and then poured into water (50 mL). The mixture is extracted with ethyl acetate. The combined organic phase is washed with water, dried ov... Starting materials: NC1=CC=C(C(=O)N2CCN(CC2)CCC2=CC=C(C=C2)Cl)C=C1 (1-(4-aminobenzoyl)-4-[2-(4-chlorophenyl)-ethyl]piperazine), CCN(C(C)C)C(C)C (Hunig base), ClCCC(=O)Cl (3-chloropropionic acid chloride). Solvent: O1CCCC1 (tetrahydrofuran). Conditions: time 8 hour. Yields the product ClCCC(=O)NC1=CC=C(C(=O)N2CCN(CC2)CCC2=CC=C(C=C2)Cl)C=C1 (1-[4-(3-chloropropionylamino)benzoyl]-4-[2-(4-chlorophenyl)-ethyl]piperazine). Reaction SMILES: [NH2:1][C:2]1[CH:24]=[CH:23][C:5]([C:6]([N:8]2[CH2:13][CH2:12][N:11]([CH2:14][CH2:15][C:16]3[CH:21]=[CH:20][C:19]([Cl:22])=[CH:18][CH:17]=3)[CH2:10][CH2:9]2)=[O:7])=[CH:4][CH:3]=1.CCN(C(C)C)C(C)C.[Cl:34][CH2:35][CH2:36][C:37](Cl)=[O:38]>O1CCCC1>[Cl:34][CH2:35][CH2:36][C:37]([NH:1][C:2]1[CH:3]=[CH:4][C:5]([C:6]([N:8]2[CH2:13][CH2:12][N:11]([CH2:14][CH2:15][C:16]3[CH:21]=[CH:20][C:19]([Cl:22])=[CH:18][CH:17]=3)[CH2:10][CH2:9]2)=[O:7])=[CH:23][CH:24]=1)=[O:38]. Procedure: 2 g of 1-(4-aminobenzoyl)-4-[2-(4-chlorophenyl)-ethyl]piperazine and 0.82 g of Hunig base are introduced into 40 ml of tetrahydrofuran, and a solution of 0.8 g of 3-chloropropionic acid chloride is added dropwise thereto. The solution is left to stand overnight. The resulting suspension is concentrated by evaporation and taken up in methylene chloride and water. There is obtained from the organic phase 1-[4-(3-chloropropionylamino)benzoyl]-4-[2-(4-chlorophenyl)-ethyl]piperazine having a melting ... Reactants: Cl (hydrochloric acid), C(C)(=O)OC=1C(=CC2=C(CC(O2)(C)CNC(=S)N)C1C(C)(C)C)C(C)(C)C (1-[(5-acetoxy-4,6-di-t-butyl-2-methyl-2,3-dihydrobenzofuran-2-yl)methyl]thiourea), [Cl-].[NH4+] (ammonium chloride), [H-].C(C(C)C)[Al+]CC(C)C (diisobutyl aluminum hydride). Solvent: C1(=CC=CC=C1)C (toluene). Reaction conditions: time 1 hour. Product: C(C)(C)(C)C1=C(C(=CC2=C1CC(O2)(C)CNC(=S)N)C(C)(C)C)O (1-[(4,6-di-t-butyl-5-hydroxy-2-methyl-2,3-dihydrobenzofuran-2-yl)methyl]thiourea). The yield is 99.7%. As a reaction SMILES: C([O:4][C:5]1[C:6]([C:24]([CH3:27])([CH3:26])[CH3:25])=[CH:7][C:8]2[O:12][C:11]([CH2:14][NH:15][C:16]([NH2:18])=[S:17])([CH3:13])[CH2:10][C:9]=2[C:19]=1[C:20]([CH3:23])([CH3:22])[CH3:21])(=O)C.[H-].C([Al+]CC(C)C)C(C)C.[Cl-].[NH4+].Cl>C1(C)C=CC=CC=1>[C:20]([C:19]1[C:9]2[CH2:10][C:11]([CH2:14][NH:15][C:16]([NH2:18])=[S:17])([CH3:13])[O:12][C:8]=2[CH:7]=[C:6]([C:24]([CH3:27])([CH3:26])[CH3:25])[C:5]=1[OH:4])([CH3:23])([CH3:21])[CH3:22] |f:1.2,3.4|. Reported procedure: Under a nitrogen atmosphere, 1.0 g of 1-[(5-acetoxy-4,6-di-t-butyl-2-methyl-2,3-dihydrobenzofuran-2-yl)methyl]thiourea was dissolved in 30 ml of toluene. To the solution was added 10.2 ml of diisobutyl aluminum hydride (1.0 M in toluene) and the mixture was stirred at room temperature for 1 hour. After reaction, the mixture was combined with a saturated aqueous ammonium chloride solution and 10% hydrochloric acid and extracted with ethyl acetate. The organic layer was washed with saturated brine... Reactants: aqueous solution, C(CC(O)(C(=O)O)CC(=O)O)(=O)O (citric acid), S1C(=CC=C1)B(O)O (2-thiopheneboronic acid), C([O-])([O-])=O.[Na+].[Na+] (sodium carbonate), BrC1=CC(=C(C(=O)OC(C)(C)C)C=C1)NC(=O)C=1C=NC=C(C1)C1=CC=CC=C1 (tert-butyl 4-bromo-2-(5-phenylpyridine-3-carboxamido)benzoate). Reagents/catalysts: C=1C=CC(=CC1)[P](C=2C=CC=CC2)(C=3C=CC=CC3)[Pd]([P](C=4C=CC=CC4)(C=5C=CC=CC5)C=6C=CC=CC6)([P](C=7C=CC=CC7)(C=8C=CC=CC8)C=9C=CC=CC9)[P](C=1C=CC=CC1)(C=1C=CC=CC1)C=1C=CC=CC1 (tetrakis(triphenylphosphine)palladium(0)). The solvent is C(C)(=O)OCC (ethyl acetate), COCCOC (ethylene glycol dimethyl ether), O (Water). The product is C1(=CC=CC=C1)C=1C=C(C=NC1)C(=O)NC1=C(C(=O)OC(C)(C)C)C=CC(=C1)C=1SC=CC1 (tert-butyl 2-(5-phenylpyridine-3-carboxamido)-4-(thiophen-2-yl)benzoate). RXN SMILES: [S:1]1[CH:5]=[CH:4][CH:3]=[C:2]1B(O)O.C(=O)([O-])[O-].[Na+].[Na+].Br[C:16]1[CH:28]=[CH:27][C:19]([C:20]([O:22][C:23]([CH3:26])([CH3:25])[CH3:24])=[O:21])=[C:18]([NH:29][C:30]([C:32]2[CH:33]=[N:34][CH:35]=[C:36]([C:38]3[CH:43]=[CH:42][CH:41]=[CH:40][CH:39]=3)[CH:37]=2)=[O:31])[CH:17]=1.C(O)(=O)CC(CC(O)=O)(C(O)=O)O>C1C=CC([P]([Pd]([P](C2C=CC=CC=2)(C2C=CC=CC=2)C2C=CC=CC=2)([P](C2C=CC=CC=2)(C2C=CC=CC=2)C2C=CC=CC=2)[P](C2C=CC=CC=2)(C2C=CC=CC=2)C2C=CC=CC=2)(C2C=CC=CC=2)C2C=CC=CC=2)=CC=1.C(OCC)(=O)C.COCCOC.O>[C:38]1([C:36]2[CH:37]=[C:32]([C:30]([NH:29][C:18]3[CH:17]=[C:16]([C:2]4[S:1][CH:5]=[CH:4][CH:3]=4)[CH:28]=[CH:27][C:19]=3[C:20]([O:22][C:23]([CH3:25])([CH3:26])[CH3:24])=[O:21])=[O:31])[CH:33]=[N:34][CH:35]=2)[CH:39]=[CH:40][CH:41]=[CH:42][CH:43]=1 |f:1.2.3,^1:60,62,81,100|. Procedure: Water (0.60 mL), 2-thiopheneboronic acid (34 mg), sodium carbonate (70 mg), and tetrakis(triphenylphosphine)palladium(0) (13 mg) were added to an ethylene glycol dimethyl ether (2.0 mL) suspension of tert-butyl 4-bromo-2-(5-phenylpyridine-3-carboxamido)benzoate (0.10 g), followed by heating to reflux under a nitrogen atmosphere for 2 hours. The reaction mixture was cooled to room temperature, and then ethyl acetate and a 10% aqueous solution of citric acid were added thereto. The organic layer w...